Task: describe an organic reaction: reactants, conditions, products, and yield. Dataset: the Open Reaction Database (ORD), a public repository of structured organic reaction records The reactants are OC1(CCC1)C=1C(=CC(=NC1)C(=O)NC(CS(=O)(=O)C)(C)C1=NOC(=N1)C)O[C@H](C(F)(F)F)C (5-(1-hydroxycyclobutyl)-N-[2-(5-methyl-1,2,4-oxadiazol-3-yl)-1-methylsulfonylpropan-2-yl]-4-[(2S)-1,1,1-trifluoropropan-2-yl]oxypyridine-2-carboxamide), CCN(CC)S(F)(F)F (DAST). Solvent: ClCCl (dichloromethane). Conditions: temperature 0 celsius, time 1 hour. Yields the product FC1(CCC1)C=1C(=CC(=NC1)C(=O)NC(CS(=O)(=O)C)(C)C1=NOC(=N1)C)O[C@H](C(F)(F)F)C (5-(1-fluorocyclobutyl)-N-[2-(5-methyl-1,2,4-oxadiazol-3-yl)-1-methylsulfonylpropan-2-yl]-4-[(2S)-1,1,1-trifluoropropan-2-yl]oxypyridine-2-carboxamide). The yield is 43.6%. Reaction SMILES: O[C:2]1([C:6]2[C:7]([O:28][C@@H:29]([CH3:34])[C:30]([F:33])([F:32])[F:31])=[CH:8][C:9]([C:12]([NH:14][C:15]([C:22]3[N:26]=[C:25]([CH3:27])[O:24][N:23]=3)([CH3:21])[CH2:16][S:17]([CH3:20])(=[O:19])=[O:18])=[O:13])=[N:10][CH:11]=2)[CH2:5][CH2:4][CH2:3]1.CCN(S(F)(F)[F:41])CC>ClCCl>[F:41][C:2]1([C:6]2[C:7]([O:28][C@@H:29]([CH3:34])[C:30]([F:31])([F:32])[F:33])=[CH:8][C:9]([C:12]([NH:14][C:15]([C:22]3[N:26]=[C:25]([CH3:27])[O:24][N:23]=3)([CH3:21])[CH2:16][S:17]([CH3:20])(=[O:18])=[O:19])=[O:13])=[N:10][CH:11]=2)[CH2:3][CH2:4][CH2:5]1. Reported procedure: To a solution of 5-(1-hydroxycyclobutyl)-N-[2-(5-methyl-1,2,4-oxadiazol-3-yl)-1-methylsulfonylpropan-2-yl]-4-[(2S)-1,1,1-trifluoropropan-2-yl]oxypyridine-2-carboxamide (example 126e, 21 mg, 41.5 μmol) in dry dichloromethane (200 μl) under an argon atmosphere cooled down to 0° C. was added DAST (10.0 mg, 8.22 μl, 62.2 μmol). The reaction mixture was stirred at 0° C. for 1 h and quenched by addition of a 2M aqueous solution of sodium carbonate. The bi-phasic mixture was stirred for 15 minutes and ...